Task: describe an organic reaction: reactants, conditions, products, and yield. Dataset: the Open Reaction Database (ORD), a public repository of structured organic reaction records The reactants are NC(C(=O)O)(C(C)C)CO (2-amino-2-(hydroxymethyl)-3-methylbutanoic acid), [BH4-].[Na+] (sodium borohydride), CO (methanol), II (iodine). Solvent: C1CCOC1 (THF), C1CCOC1 (THF), [Cl-].[Na+].O (brine). Run at temperature 66 celsius. Product: NC(CO)(CO)C(C)C (2-Amino-2-isopropylpropane-1,3-diol). The yield is 11.3%. Reaction SMILES: [NH2:1][C:2]([CH2:9][OH:10])([CH:6]([CH3:8])[CH3:7])[C:3](O)=[O:4].[BH4-].[Na+].II.CO>C1COCC1.[Cl-].[Na+].O>[NH2:1][C:2]([CH:6]([CH3:8])[CH3:7])([CH2:9][OH:10])[CH2:3][OH:4] |f:1.2,6.7.8|. Reported procedure: To a solution of 2-amino-2-(hydroxymethyl)-3-methylbutanoic acid (2943 mg, 20 mmol) in THF (60 mL) was added sodium borohydride (2270 mg, 60.0 mmol). The reaction was cooled in an ice bath, and a THF (10 mL) solution of iodine (7614 mg, 30.0 mmol) was added dropwise. The mixture was refluxed (66° C.) for 16 h. The reaction was cooled in an ice bath, and methanol (10 mL) was added (dropwise at first) followed by brine (75 mL). The mixture was extracted with ethyl acetate (2×50 mL). The combined o...